From a dataset of the Open Reaction Database (ORD), a public repository of structured organic reaction records. describe an organic reaction: reactants, conditions, products, and yield Starting materials: [H-].[Na+] (sodium hydride), C(C)(=O)O[BH-](OC(C)=O)OC(C)=O.[Na+] (Sodium triacetoxyborohydride), Cl.Cl.N[C@@H]1CN2CCC1CC2 ((S)-(−)-3-aminoquinuclidine dihydrochloride), ClC=1C=C2C(=CN(C2=C(C1)C(=O)OC)CC=O)C (methyl 5-chloro-3-methyl-1-(2-oxoethyl)-1H-indole-7-carboxylate). Run in C(Cl)Cl (methylene chloride), C(C)(=O)O (Acetic acid). Reaction conditions: time 1 hour. The product is ClC=1C=C2C(=CN(C2=C(C1)C(=O)OC)CN[C@@H]1CN2CCC1CC2)C ((S)-methyl 5-chloro-3-methyl-1-((quinuclidin-3-ylamino)methyl)-1H-indole-7-carboxylate). Yield: 106.3%. Reaction SMILES: Cl.Cl.[NH2:3][C@H:4]1[CH:9]2[CH2:10][CH2:11][N:6]([CH2:7][CH2:8]2)[CH2:5]1.[H-].[Na+].[Cl:14][C:15]1[CH:16]=[C:17]2[C:21](=[C:22]([C:24]([O:26][CH3:27])=[O:25])[CH:23]=1)[N:20]([CH2:28]C=O)[CH:19]=[C:18]2[CH3:31].C(O[BH-](OC(=O)C)OC(=O)C)(=O)C.[Na+]>C(Cl)Cl.C(O)(=O)C>[Cl:14][C:15]1[CH:16]=[C:17]2[C:21](=[C:22]([C:24]([O:26][CH3:27])=[O:25])[CH:23]=1)[N:20]([CH2:28][NH:3][C@H:4]1[CH:9]3[CH2:10][CH2:11][N:6]([CH2:7][CH2:8]3)[CH2:5]1)[CH:19]=[C:18]2[CH3:31] |f:0.1.2,3.4,6.7|. Procedure details: To a stirred suspension of (S)-(−)-3-aminoquinuclidine dihydrochloride (621 mg, 3.1 mmol) in methylene chloride (20 mL) was added sodium hydride (250 mg, 6.2 mmol) in portions and the mixture was stirred for 1 h. Acetic acid (0.6 mL) was added dropwise and then methyl 5-chloro-3-methyl-1-(2-oxoethyl)-1H-indole-7-carboxylate (690 mg, 2.6 mmol) from Step D above was added and the mixture continued to stir at room temperature for 2 h. Sodium triacetoxyborohydride (2.2 g, 10.4 mmol) was added in one... Starting materials: CCCC[N+](CCCC)(CCCC)CCCC, C1CCOC1, CC#N, COc1ccc(C(C)C(=O)c2cnc(C)cn2)c(Cl)c1, [F-], C[Si](C)(C)C(F)(F)F, O, O, O. Product: COc1ccc(C(C)C(O)(c2cnc(C)cn2)C(F)(F)F)c(Cl)c1. As a reaction SMILES: [CH2:33]([N+:34]([CH2:35][CH2:36][CH2:37][CH3:38])([CH2:39][CH2:40][CH2:41][CH3:42])[CH2:43][CH2:44][CH2:45][CH3:46])[CH2:47][CH2:48][CH3:49].[CH2:53]1[O:54][CH2:55][CH2:56][CH2:57]1.[CH3:50][C:51]#[N:52].[Cl:9][c:10]1[c:11]([CH:18]([C:19](=[O:20])[c:21]2[n:22][cH:23][c:24]([CH3:27])[n:25][cH:26]2)[CH3:28])[cH:12][cH:13][c:14]([O:16][CH3:17])[cH:15]1.[F-:32].[F:1][C:2]([F:3])([F:4])[Si:5]([CH3:6])([CH3:7])[CH3:8].[OH2:29].[OH2:30].[OH2:31]>>[F:1][C:2]([F:3])([F:4])[C:19]([CH:18]([c:11]1[c:10]([Cl:9])[cH:15][c:14]([O:16][CH3:17])[cH:13][cH:12]1)[CH3:28])([OH:20])[c:21]1[n:22][cH:23][c:24]([CH3:27])[n:25][cH:26]1. Starting materials: C12=CC=C(CC1)C2C(=O)O (7-Norbornadienecarboxylic acid), N[C@@H]1CN(CC1)CCC1=CC=CC=C1 ((S)-3-amino-1-(2-phenylethyl)pyrrolidine). Product: C1(=CC=CC=C1)CCN1C[C@H](CC1)NC(=O)C1C2=CC=C1CC2 ((S)-N-(1-(2-phenylethyl)pyrrolidin-3-yl)-7-norbornadienecarboxamide). As a reaction SMILES: [C:1]12[CH:7]([C:8]([OH:10])=O)[C:4]([CH2:5][CH2:6]1)=[CH:3][CH:2]=2.[NH2:11][C@H:12]1[CH2:16][CH2:15][N:14]([CH2:17][CH2:18][C:19]2[CH:24]=[CH:23][CH:22]=[CH:21][CH:20]=2)[CH2:13]1>>[C:19]1([CH2:18][CH2:17][N:14]2[CH2:15][CH2:16][C@H:12]([NH:11][C:8]([CH:7]3[C:4]4[CH2:5][CH2:6][C:1]3=[CH:2][CH:3]=4)=[O:10])[CH2:13]2)[CH:20]=[CH:21][CH:22]=[CH:23][CH:24]=1. Procedure details: 7-Norbornadienecarboxylic acid and (S)-3-amino-1-(2-phenylethyl)pyrrolidine were reacted under the same conditions as in Example 23 to give (S)-N-(1-(2-phenylethyl)pyrrolidin-3-yl)-7-norbornadienecarboxamide. Reactants: C1(CCCCC1)CCC[C@H](CC(=O)OC(C)(C)C)C1=NC(=NO1)C(=O)N1CCCCC1 (tert-butyl (3R)-6-cyclohexyl-3-[3-(1-piperidinylcarbonyl)-1,2,4-oxadiazol-5-yl]hexanoate), FC(C(=O)O)(F)F (trifluoroacetic acid). The solvent is ClCCl (dichloromethane). Conditions: time 17 hour. Yields the product C1(CCCCC1)CCC[C@H](CC(=O)O)C1=NC(=NO1)C(=O)N1CCCCC1 ((3R)-6-Cyclohexyl-3-[3-(1 -piperidinylcarbonyl)-1,2,4-oxadiazol-5-yl]hexanoic acid). The yield is 91.5%. Reaction SMILES: [CH:1]1([CH2:7][CH2:8][CH2:9][C@@H:10]([C:19]2[O:23][N:22]=[C:21]([C:24]([N:26]3[CH2:31][CH2:30][CH2:29][CH2:28][CH2:27]3)=[O:25])[N:20]=2)[CH2:11][C:12]([O:14]C(C)(C)C)=[O:13])[CH2:6][CH2:5][CH2:4][CH2:3][CH2:2]1.FC(F)(F)C(O)=O>ClCCl>[CH:1]1([CH2:7][CH2:8][CH2:9][C@@H:10]([C:19]2[O:23][N:22]=[C:21]([C:24]([N:26]3[CH2:31][CH2:30][CH2:29][CH2:28][CH2:27]3)=[O:25])[N:20]=2)[CH2:11][C:12]([OH:14])=[O:13])[CH2:2][CH2:3][CH2:4][CH2:5][CH2:6]1. Procedure details: A solution of tert-butyl (3R)-6-cyclohexyl-3-[3-(1-piperidinylcarbonyl)-1,2,4-oxadiazol-5-yl]hexanoate (Preparation 14) (334 mg, 0.77 mmol) in dichloromethane (4 ml) was treated with trifluoroacetic acid (1 ml) and the resulting mixture was stirred at room temperature under a nitrogen atmosphere for 17 hours. The solvent was removed under reduced pressure and the residue azeotroped from toluene to afford the title compound as a beige solid (266 mg). Reactants: BrC1=CC=CC(=N1)C=1NC=2C(=NC(=CC2)N2C[C@@H](CCC2)C(=O)N2CCCC2)N1 ((R)-(1-(2-(6-bromopyridin-2-yl)-1H-imidazo[4,5-b]pyridin-5-yl)piperidin-3-yl)(pyrrolidin-1-yl)methanone), C1(CC1)C#N (cyclopropane carbonitrile), solution, C[Si](C)(C)[N-][Si](C)(C)C.[Na+] (sodium bis(trimethylsilyl)amide). The solvent is C1(=CC=CC=C1)C (toluene), C1CCOC1 (THF). Conditions: temperature 0 celsius, time 16 hour. The product is N1(CCCC1)C(=O)[C@H]1CN(CCC1)C1=CC=C2C(=N1)N=C(N2)C2=CC=CC(=N2)C2(CC2)C#N ((R)-1-(6-(5-(3-(pyrrolidine-1-carbonyl)piperidin-1-yl)-1H-imidazo[4,5-b]pyridin-2-yl)pyridin-2-yl)cyclopropanecarbonitrile). Yield: 7.0%. RXN SMILES: Br[C:2]1[N:7]=[C:6]([C:8]2[NH:9][C:10]3[C:11]([N:29]=2)=[N:12][C:13]([N:16]2[CH2:21][CH2:20][CH2:19][C@@H:18]([C:22]([N:24]4[CH2:28][CH2:27][CH2:26][CH2:25]4)=[O:23])[CH2:17]2)=[CH:14][CH:15]=3)[CH:5]=[CH:4][CH:3]=1.[CH:30]1([C:33]#[N:34])[CH2:32][CH2:31]1.C[Si]([N-][Si](C)(C)C)(C)C.[Na+]>C1(C)C=CC=CC=1.C1COCC1>[N:24]1([C:22]([C@@H:18]2[CH2:19][CH2:20][CH2:21][N:16]([C:13]3[N:12]=[C:11]4[N:29]=[C:8]([C:6]5[N:7]=[C:2]([C:30]6([C:33]#[N:34])[CH2:32][CH2:31]6)[CH:3]=[CH:4][CH:5]=5)[NH:9][C:10]4=[CH:15][CH:14]=3)[CH2:17]2)=[O:23])[CH2:28][CH2:27][CH2:26][CH2:25]1 |f:2.3|. Procedure details: To a stirred solution of (R)-(1-(2-(6-bromopyridin-2-yl)-1H-imidazo[4,5-b]pyridin-5-yl)piperidin-3-yl)(pyrrolidin-1-yl)methanone (300 mg, 0.658 mmol) in toluene was added cyclopropane carbonitrile. The mixture was cooled to 0° C. then a 1M solution of sodium bis(trimethylsilyl)amide in THF was added dropwise. The reaction mixture was stirred for 16 h at room temperature. The mixture was quenched with water and then was extracted with ethyl acetate. The organic layer was dried over sodium sulfate... Starting materials: C1=CN(C=N1)C(=O)N2C=CN=C2 (CDI), C(C1=CC=CC=C1)ON1[C@@H]2CC[C@H](N(C1=O)C2)C=2OC(=NN2)C2CCNCC2 ((2S,5R)-6-(benzyloxy)-2-(5-(piperidin-4-yl)-1,3,4-oxadiazol-2-yl)-1,6-diazabicyclo[3.2.1]octan-7-one), O\N=C(\N)/C1CCN(CC1)C(=O)OC(C)(C)C ((E)-tert-butyl 4-(N′-hydroxycarbamimidoyl)piperidine-1-carboxylate). Run in CCOC(=O)C (EtOAc), CN(C)C=O (DMF). Run at time 1 hour. The product is C(C1=CC=CC=C1)ON1[C@@H]2CC[C@H](N(C1=O)C2)C2=NC(=NO2)C2CCN(CC2)C(=O)OC(C)(C)C (tert-butyl 4-(5-((2S,5R)-6-(benzyloxy)-7-oxo-1,6-diaza-bicyclo[3.2.1]octan-2-yl)-1,2,4-oxadiazol-3-yl)piperidine-1-carboxylate). Yield: 77.0%. As a reaction SMILES: C1N=CN(C(N2C=NC=C2)=O)C=1.[CH2:13]([O:20][N:21]1[C:27](=[O:28])[N:26]2[CH2:29][C@H:22]1[CH2:23][CH2:24][C@H:25]2[C:30]1[O:31]C(C2CCNCC2)=N[N:34]=1)[C:14]1[CH:19]=[CH:18][CH:17]=[CH:16][CH:15]=1.O/[N:42]=[C:43](\[CH:45]1[CH2:50][CH2:49][N:48]([C:51]([O:53][C:54]([CH3:57])([CH3:56])[CH3:55])=[O:52])[CH2:47][CH2:46]1)/N>CN(C=O)C.CCOC(C)=O>[CH2:13]([O:20][N:21]1[C:27](=[O:28])[N:26]2[CH2:29][C@H:22]1[CH2:23][CH2:24][C@H:25]2[C:30]1[O:31][N:42]=[C:43]([CH:45]2[CH2:50][CH2:49][N:48]([C:51]([O:53][C:54]([CH3:57])([CH3:56])[CH3:55])=[O:52])[CH2:47][CH2:46]2)[N:34]=1)[C:14]1[CH:15]=[CH:16][CH:17]=[CH:18][CH:19]=1. Reported procedure: CDI (511.3 mg, 3.1 mmol) was added to a solution of crude (2S,5R)-6-(benzyloxy)-2-(5-(piperidin-4-yl)-1,3,4-oxadiazol-2-yl)-1,6-diazabicyclo[3.2.1]octan-7-one (726 mg, 2.6 mmol) in DMF (15 mL). The mixture was stirred at rt for 1 h, then, (E)-tert-butyl 4-(N′-hydroxycarbamimidoyl)piperidine-1-carboxylate (631.8 mg, 2.6 mmol) was added at rt. The mixture was stirred at rt for 2 hrs, and then stirred at 50° C. for another 6 hrs. The mixture was diluted with EtOAc (150 mL) and washed with 1 M HCl (...